Dataset: the Open Reaction Database (ORD), a public repository of structured organic reaction records. Task: describe an organic reaction: reactants, conditions, products, and yield Starting materials: [OH-].[Na+] (sodium hydroxide), [BH4-].[Na+] (Sodium borohydride), ClC=1C=C(CN2C(=CC3=CC(=CC=C23)[N+](=O)[O-])C(=O)OCC)C=CC1Cl (ethyl N-(3,4-dichlorobenzyl)-5-nitroindole-2-carboxylate), stannous chloride dihydrate. Run in C(C)O (ethanol), C(C)O (ethanol). Run at time 5 hour. Product: NC=1C=C2C=C(N(C2=CC1)CC1=CC(=C(C=C1)Cl)Cl)C(=O)OCC (Ethyl 5-amino-N-(3,4-dichlorobenzyl)indole-2-carboxylate). Isolated yield 10.3%. RXN SMILES: [BH4-].[Na+].[Cl:3][C:4]1[CH:5]=[C:6]([CH:25]=[CH:26][C:27]=1[Cl:28])[CH2:7][N:8]1[C:16]2[C:11](=[CH:12][C:13]([N+:17]([O-])=O)=[CH:14][CH:15]=2)[CH:10]=[C:9]1[C:20]([O:22][CH2:23][CH3:24])=[O:21].[OH-].[Na+]>C(O)C>[NH2:17][C:13]1[CH:12]=[C:11]2[C:16](=[CH:15][CH:14]=1)[N:8]([CH2:7][C:6]1[CH:25]=[CH:26][C:27]([Cl:28])=[C:4]([Cl:3])[CH:5]=1)[C:9]([C:20]([O:22][CH2:23][CH3:24])=[O:21])=[CH:10]2 |f:0.1,3.4|. Procedure details: Sodium borohydride (1.19 g) in ethanol was added dropwise to ethyl N-(3,4-dichlorobenzyl)-5-nitroindole-2-carboxylate (12.4 g) and stannous chloride dihydrate (35.6 g) in ethanol at 60° C. and reaction stirred for 5 hours. The mixture was then cooled, made basic with 2N sodium hydroxide and extracted with ethyl acetate. Combined organic extracts were dried (MgSO4) and concentrated to give an oil which crystallised upon trituration with i-hexane. Filtration yielded the desired end product as a pa... Starting materials: FC(C(=O)O)(F)F (trifluoroacetic acid), C(OC1CCCC1)(ON1C(CCC1=O)=O)=O (cyclopentyl 2,5-dioxopyrrolidin-1-yl carbonate), C(C)(C)N(CC)C(C)C (diisopropylethylamine), N1CC(C1)C#CC1=CC=C2C(C(=COC2=C1)C1=CC=C(C=C1)NS(=O)(=O)C)=O (N-(4-(7-(azetidin-3-ylethynyl)-4-oxo-4H-chromen-3-yl)phenyl)methanesulfonamide). The solvent is ClCCl (dichloromethane). Reaction conditions: time 16 hour. The product is C1(CCCC1)OC(=O)N1CC(C1)C#CC1=CC=C2C(C(=COC2=C1)C1=CC=C(C=C1)NS(=O)(=O)C)=O (cyclopentyl-3-((3-(4-(methylsulfonamido)phenyl)-4-oxo-4H-chromen-7-yl)ethynyl)azetidine-1-carboxylate). As a reaction SMILES: [NH:1]1[CH2:4][CH:3]([C:5]#[C:6][C:7]2[CH:16]=[C:15]3[C:10]([C:11](=[O:28])[C:12]([C:17]4[CH:22]=[CH:21][C:20]([NH:23][S:24]([CH3:27])(=[O:26])=[O:25])=[CH:19][CH:18]=4)=[CH:13][O:14]3)=[CH:9][CH:8]=2)[CH2:2]1.FC(F)(F)C(O)=O.[C:36](=O)([O:43]N1C(=O)CCC1=O)[O:37][CH:38]1[CH2:42][CH2:41][CH2:40][CH2:39]1.C(N(C(C)C)CC)(C)C>ClCCl>[CH:38]1([O:37][C:36]([N:1]2[CH2:4][CH:3]([C:5]#[C:6][C:7]3[CH:16]=[C:15]4[C:10]([C:11](=[O:28])[C:12]([C:17]5[CH:22]=[CH:21][C:20]([NH:23][S:24]([CH3:27])(=[O:26])=[O:25])=[CH:19][CH:18]=5)=[CH:13][O:14]4)=[CH:9][CH:8]=3)[CH2:2]2)=[O:43])[CH2:42][CH2:41][CH2:40][CH2:39]1. Procedure details: To a mixture of N-(4-(7-(azetidin-3-ylethynyl)-4-oxo-4H-chromen-3-yl)phenyl)methanesulfonamide.trifluoroacetic acid salt (55 mgs, 0.140 mmol) in dichloromethane (3 mL) was added cyclopentyl 2,5-dioxopyrrolidin-1-yl carbonate (95 mgs, 0.42 mmol) and diisopropylethylamine (0.2 mL, 1.4 mmol), and the mixture was stirred at room temperature for 16 hours. The resulting mixture was concentrated under reduced pressure, and chromatographed (SiO2, 25% ethyl acetate/dichloromethane) to provide cyclopentyl... Starting materials: C(C)(C)N(C(C)C)CC (N,N-diisopropylethylamine), CS(=O)C (dimethyl sulfoxide), CC=1C=C(C=C(OCCCO)C1)OS(=O)(=O)C1=C(C=CC(=C1)[N+](=O)[O-])C (3-[5-methyl-3-(2-methyl-5-nitrophenylsulfonyloxy)phenoxy]propanol). Solvent: ClCCl (dichloromethane). Run at time 1 hour. Product: CC=1C=C(C=C(OCCC=O)C1)OS(=O)(=O)C1=C(C=CC(=C1)[N+](=O)[O-])C (3-[5-Methyl-3-(2-methyl-5-nitrophenylsulfonyloxy)phenoxy]propionaldehyde). The yield is 77.8%. As a reaction SMILES: [CH3:1][C:2]1[CH:3]=[C:4]([O:13][S:14]([C:17]2[CH:22]=[C:21]([N+:23]([O-:25])=[O:24])[CH:20]=[CH:19][C:18]=2[CH3:26])(=[O:16])=[O:15])[CH:5]=[C:6]([CH:12]=1)[O:7][CH2:8][CH2:9][CH2:10][OH:11].C(N(CC)C(C)C)(C)C.CS(C)=O>ClCCl>[CH3:1][C:2]1[CH:3]=[C:4]([O:13][S:14]([C:17]2[CH:22]=[C:21]([N+:23]([O-:25])=[O:24])[CH:20]=[CH:19][C:18]=2[CH3:26])(=[O:16])=[O:15])[CH:5]=[C:6]([CH:12]=1)[O:7][CH2:8][CH2:9][CH:10]=[O:11]. Procedure details: Sulfur trioxide pyridine complex (960 mg, 6.0 mmol) was added to a solution of 3-[5-methyl-3-(2-methyl-5-nitrophenylsulfonyloxy)phenoxy]propanol (760 mg, 2.0 mmol), as prepared in the preceding step, N,N-diisopropylethylamine (0.7 mL, 5.5 mmol) and anhydrous dimethyl sulfoxide (0.4 mL, 5.6 mmol) in anhydrous dichloromethane (20 mL). The reaction mixture was stirred at ambient temperature for 1 hour and then quenched with 10% aqueous citric acid (70 mL). The mixture was extracted into dichloromet... Starting materials: CC=1C=C(C(=O)O)C=CC1[N+](=O)[O-] (3-methyl-4-nitrobenzoic acid), N[C@H](CO)CC1=CC=CC=C1 ((S)-2-amino-3-phenyl-1-propanol). Yields the product CC=1C=C(C(=O)N[C@H](CO)CC2=CC=CC=C2)C=CC1[N+](=O)[O-] ((S)-3-Methyl-N-(3-phenylpropan-1-ol-2-yl)-4-nitrobenzamide). Yield: 81.8%. RXN SMILES: [CH3:1][C:2]1[CH:3]=[C:4]([CH:8]=[CH:9][C:10]=1[N+:11]([O-:13])=[O:12])[C:5]([OH:7])=O.[NH2:14][C@@H:15]([CH2:18][C:19]1[CH:24]=[CH:23][CH:22]=[CH:21][CH:20]=1)[CH2:16][OH:17]>>[CH3:1][C:2]1[CH:3]=[C:4]([CH:8]=[CH:9][C:10]=1[N+:11]([O-:13])=[O:12])[C:5]([NH:14][C@@H:15]([CH2:18][C:19]1[CH:24]=[CH:23][CH:22]=[CH:21][CH:20]=1)[CH2:16][OH:17])=[O:7]. Procedure: 5 g (27.6 mmol) of 3-methyl-4-nitrobenzoic acid were reacted with 4.2 g (27.6 mmol) of (S)-2-amino-3-phenyl-1-propanol by the method of procedure 3c. 7.1 g (82%) of the product were obtained. Starting materials: O (Water), COC=1C=C2C(=CC=NC2=CC1O)OC=1C(=NC2=CC=CC=C2C1)C (6-Methoxy-4-(2-methyl-quinolin-3-yloxy)-quinolin-7-ol), COC=1C=C2C(=CC=NC2=CC1O)OC=1C(=NC2=CC=CC=C2C1)C (6-Methoxy-4-(2-methyl-quinolin-3-yloxy)-quinolin-7-ol), BrCCCl (1-Bromo-2-chloroethane), C([O-])([O-])=O.[K+].[K+] (potassium carbonate). Run in CN(C=O)C (N,N-dimethylformamide). Run at time 8 hour. Product: ClCCOC1=C(C=C2C(=CC=NC2=C1)OC=1C(=NC2=CC=CC=C2C1)C)OC (7-(2-Chloro-ethoxy)-6-methoxy-4-(2-methyl-quinolin-3-yloxy)-quinoline). The yield is 78.3%. As a reaction SMILES: [CH3:1][O:2][C:3]1[CH:4]=[C:5]2[C:10](=[CH:11][C:12]=1[OH:13])[N:9]=[CH:8][CH:7]=[C:6]2[O:14][C:15]1[C:16]([CH3:25])=[N:17][C:18]2[C:23]([CH:24]=1)=[CH:22][CH:21]=[CH:20][CH:19]=2.Br[CH2:27][CH2:28][Cl:29].C(=O)([O-])[O-].[K+].[K+].O>CN(C)C=O>[Cl:29][CH2:28][CH2:27][O:13][C:12]1[CH:11]=[C:10]2[C:5]([C:6]([O:14][C:15]3[C:16]([CH3:25])=[N:17][C:18]4[C:23]([CH:24]=3)=[CH:22][CH:21]=[CH:20][CH:19]=4)=[CH:7][CH:8]=[N:9]2)=[CH:4][C:3]=1[O:2][CH3:1] |f:2.3.4|. Procedure details: 6-Methoxy-4-(2-methyl-quinolin-3-yloxy)-quinolin-7-ol (compound 352) (200 mg) was dissolved in N,N-dimethylformamide (10 ml) to prepare a solution. 1-Bromo-2-chloroethane (432 mg) and potassium carbonate (416 mg) were added to the solution, and the mixture was stirred at room temperature overnight. Water was added to the reaction solution, and the mixture was extracted with chloroform. The chloroform layer was washed with water and was then dried over anhydrous sodium sulfate. The solvent was re... Reactants: solution, C1(CC1)[Mg]Br (cyclopropyl magnesium bromide), Cl (HCl), solution, C1(CC1)[Mg]Br (cyclopropyl magnesium bromide), CON(C(=O)C1=NC(=CN=C1N)C1=C(C=CC(=C1)S(=O)(=O)N1CCOCC1)C)C (3-amino-6-[2-methyl-5-(morpholine-4-sulfonyl)-phenyl]-pyrazine-2-carboxylic acid methoxy-methyl amide), CON(C(=O)C1=NC(=CN=C1N)C1=C(C=CC(=C1)S(=O)(=O)N1CCOCC1)C)C (3-amino-6-[2-methyl-5-(morpholine-4-sulfonyl)-phenyl]-pyrazine-2-carboxylic acid methoxy-methyl amide). The solvent is C1CCOC1 (THF), C1CCOC1 (THF), C1CCOC1 (THF). Reaction conditions: time 1 hour. Product: NC=1C(=NC(=CN1)C1=C(C=CC(=C1)S(=O)(=O)N1CCOCC1)C)C(=O)C1CC1 ({3-Amino-6-[2-methyl-5-(morpholine-4-sulfonyl)-phenyl]-pyrazin-2-yl}-cyclopropyl-methanone). As a reaction SMILES: [CH:1]1([Mg]Br)[CH2:3][CH2:2]1.CON(C)[C:9]([C:11]1[C:16]([NH2:17])=[N:15][CH:14]=[C:13]([C:18]2[CH:23]=[C:22]([S:24]([N:27]3[CH2:32][CH2:31][O:30][CH2:29][CH2:28]3)(=[O:26])=[O:25])[CH:21]=[CH:20][C:19]=2[CH3:33])[N:12]=1)=[O:10].Cl>C1COCC1>[NH2:17][C:16]1[C:11]([C:9]([CH:1]2[CH2:3][CH2:2]2)=[O:10])=[N:12][C:13]([C:18]2[CH:23]=[C:22]([S:24]([N:27]3[CH2:32][CH2:31][O:30][CH2:29][CH2:28]3)(=[O:26])=[O:25])[CH:21]=[CH:20][C:19]=2[CH3:33])=[CH:14][N:15]=1. Procedure: A 1M solution of cyclopropyl magnesium bromide in THF (0.21 ml, 0.21 mmol) is added to a solution of 3-amino-6-[2-methyl-5-(morpholine-4-sulfonyl)-phenyl]-pyrazine-2-carboxylic acid methoxy-methyl amide (Intermediate C) (0.058 mg, 0.14 mmol) in anhydrous THF (3 ml) under N2. The orange solution is stirred at room temperature for 2 hours after which time a 1M solution of cyclopropyl magnesium bromide in THF (0.21 ml, 0.21 mmol) is added. The orange solution is stirred at room temperature for 1 ho... Starting materials: C1(CCCCC1)CN1NC(C(C1C1=CC=NC=C1)C1=CC(=C(C=C1)Cl)Cl)=O (1-Cyclohexylmethyl-4-(3,4-dichloro-phenyl)-5-pyridin-4-yl-pyrazolidin-3-one), [Li+].C[Si](C)(C)[N-][Si](C)(C)C (LHMDS), IC (iodomethane). Solvent: C1CCOC1 (THF), C1CCOC1 (THF). Reaction conditions: temperature 0 celsius. Yields the product C1(CCCCC1)CN1N(C(C(C1C1=CC=NC=C1)C1=CC(=C(C=C1)Cl)Cl)=O)C (1-Cyclohexylmethyl-4-(3,4-dichloro-phenyl)-2-methyl-5-pyridin-4-yl-pyrazolidin-3-one). Reaction SMILES: [CH:1]1([CH2:7][N:8]2[CH:12]([C:13]3[CH:18]=[CH:17][N:16]=[CH:15][CH:14]=3)[CH:11]([C:19]3[CH:24]=[CH:23][C:22]([Cl:25])=[C:21]([Cl:26])[CH:20]=3)[C:10](=[O:27])[NH:9]2)[CH2:6][CH2:5][CH2:4][CH2:3][CH2:2]1.[Li+].[CH3:29][Si]([N-][Si](C)(C)C)(C)C.IC>C1COCC1>[CH:1]1([CH2:7][N:8]2[CH:12]([C:13]3[CH:18]=[CH:17][N:16]=[CH:15][CH:14]=3)[CH:11]([C:19]3[CH:24]=[CH:23][C:22]([Cl:25])=[C:21]([Cl:26])[CH:20]=3)[C:10](=[O:27])[N:9]2[CH3:29])[CH2:2][CH2:3][CH2:4][CH2:5][CH2:6]1 |f:1.2|. Procedure details: In a 100 mL round bottom flask, was added 0.4 g 1-Cyclohexylmethyl-4-(3,4-dichloro-phenyl)-5-pyridin-4-yl-pyrazolidin-3-one and 20 mL THF, stirred at 0° C. under nitrogen. 1.32 mL 1 M LHMDS in THF was added drop wise. After stirred at 0° C. for 30 min. 0.11 mL iodomethane was added drop wise. The resulted mixture was stirred from 0° C. to rt for 2 hour, quenched with 50 mL sat. NH4Cl, extracted with dichloromethane 3×25 mL. The organic phase was dried over anhydrous Na2SO4. After purification by...